The task is: describe an organic reaction: reactants, conditions, products, and yield. This data is from the Open Reaction Database (ORD), a public repository of structured organic reaction records. The reactants are resultant mixture, C(C)OC(N(CCCC1CCN(CC1)C)C1=NC=C(C(=N1)C)C#N)=O ((5-cyano-4-methyl-pyrimidin-2-yl)-[3-(1-methyl-piperidin-4-yl)-propyl]-carbamic acid ethyl ester), [OH-].[Na+] (sodium hydroxide), resultant solution. Solvent: CO (MeOH). Run at time 8 hour. Product: CC1=NC(=NC=C1C#N)NCCCC1CCN(CC1)C (4-Methyl-2-[3-(1-methyl-piperidin-4-yl)-propylamino]-pyrimidine-5-carbonitrile). As a reaction SMILES: C(OC(=O)[N:5]([C:16]1[N:21]=[C:20]([CH3:22])[C:19]([C:23]#[N:24])=[CH:18][N:17]=1)[CH2:6][CH2:7][CH2:8][CH:9]1[CH2:14][CH2:13][N:12]([CH3:15])[CH2:11][CH2:10]1)C.[OH-].[Na+]>CO>[CH3:22][C:20]1[C:19]([C:23]#[N:24])=[CH:18][N:17]=[C:16]([NH:5][CH2:6][CH2:7][CH2:8][CH:9]2[CH2:14][CH2:13][N:12]([CH3:15])[CH2:11][CH2:10]2)[N:21]=1 |f:1.2|. Procedure: In a 100 ml 3-neck flask, (5-cyano-4-methyl-pyrimidin-2-yl)-[3-(1-methyl-piperidin-4-yl)-propyl]-carbamic acid ethyl ester (1.4 g, 4.05 mmol) was dissolved in MeOH (16.0 g). The resultant solution was cooled to about 0-5° C., and then a sodium hydroxide solution [prepared from NaOH (0.6 g) and water (1.2 g)] was added at about 0-5° C. The resultant mixture was stirred at 0° C., then warmed to ambient temperature over 3 h. The reaction was monitored by HPLC. The resultant mixture was concentrated...